This data is from the Open Reaction Database (ORD), a public repository of structured organic reaction records. The task is: describe an organic reaction: reactants, conditions, products, and yield Reactants: Cl.C(C)C=1C=C(C=CC1)[C@H]([C@H](C)N)OC=1C=C2C=NN(C2=CC1)C1=CC=C(C=C1)F ((1R,2S)-1-(3-ethylphenyl)-1-(1-(4-fluorophenyl)-1H-indazol-5-yloxy)propan-2-amine hydrochloride), C(C)(=O)OCC(=O)Cl (Acetoxyacetyl chloride). Procedure details: The title compound was prepared analogous to the method described in Example 21 starting from (1R,2S)-1-(3-ethylphenyl)-1-(1-(4-fluorophenyl)-1H-indazol-5-yloxy)propan-2-amine hydrochloride (22a) (50 mg, 0.12 mmol), and Acetoxyacetyl chloride (14 μL, 0.13 mmol). RXN SMILES: Cl.[CH2:2]([C:4]1[CH:5]=[C:6]([C@@H:10]([O:14][C:15]2[CH:16]=[C:17]3[C:21](=[CH:22][CH:23]=2)[N:20]([C:24]2[CH:29]=[CH:28][C:27]([F:30])=[CH:26][CH:25]=2)[N:19]=[CH:18]3)[C@@H:11]([NH2:13])[CH3:12])[CH:7]=[CH:8][CH:9]=1)[CH3:3].C([O:34][CH2:35][C:36](Cl)=[O:37])(=O)C>>[CH2:2]([C:4]1[CH:5]=[C:6]([C@@H:10]([O:14][C:15]2[CH:16]=[C:17]3[C:21](=[CH:22][CH:23]=2)[N:20]([C:24]2[CH:25]=[CH:26][C:27]([F:30])=[CH:28][CH:29]=2)[N:19]=[CH:18]3)[C@@H:11]([NH:13][C:35](=[O:34])[CH2:36][OH:37])[CH3:12])[CH:7]=[CH:8][CH:9]=1)[CH3:3] |f:0.1|. Yields the product C(C)C=1C=C(C=CC1)[C@H]([C@H](C)NC(CO)=O)OC=1C=C2C=NN(C2=CC1)C1=CC=C(C=C1)F (N-[(1R,2S)-1-(3-ethylphenyl)-1-[1-(4-fluorophenyl)indazol-5-yl]oxy-propan-2-yl]-2-hydroxy-acetamide). Reactants: C(C1=CC=CC=C1)NC(=O)N (benzylurea), C1(=CC=CC=C1)C(C(=O)OCC)C(=O)OCC (diethyl phenylmalonate), C[O-].[Na+] (sodium methylate). Solvent: CO (methanol). The product is C(C1=CC=CC=C1)N1C(NC(C(C1=O)C1=CC=CC=C1)=O)=O (3-benzyl-5-phenylpyrimidine-2,4,6(1H,3H)-trione). Reaction SMILES: [CH2:1]([NH:8][C:9]([NH2:11])=[O:10])[C:2]1[CH:7]=[CH:6][CH:5]=[CH:4][CH:3]=1.[C:12]1([CH:18]([C:24](OCC)=[O:25])[C:19](OCC)=[O:20])[CH:17]=[CH:16][CH:15]=[CH:14][CH:13]=1.C[O-].[Na+]>CO>[CH2:1]([N:8]1[C:24](=[O:25])[CH:18]([C:12]2[CH:17]=[CH:16][CH:15]=[CH:14][CH:13]=2)[C:19](=[O:20])[NH:11][C:9]1=[O:10])[C:2]1[CH:7]=[CH:6][CH:5]=[CH:4][CH:3]=1 |f:2.3|. Procedure details: To a suspension of 100 g (666 mmol) of benzylurea and 156.8 g (666 mmol) of diethyl phenylmalonate in 340 ml of methanol, 164 ml (666 mmol) of a 4.1M sodium methylate solution was added at room temperature, followed by refluxing for 16 hours. After the reaction mixture was cooled, the solvent was distilled off. After the residue was dissolved in water and insoluble substances were filtered out, the filtrate was adjusted to pH 3-4 by adding concentrated hydrochloric acid. The resulting precipitat...